The task is: describe an organic reaction: reactants, conditions, products, and yield. This data is from the Open Reaction Database (ORD), a public repository of structured organic reaction records. Reactants: N1=C(N=CC=C1)N1CCN(CC1)C(CC)O (1-(2-pyrimidinyl)-4-piperazinyl propanol), C1(=CC=CC=C1)C(C1=CC=CC=C1)Br (diphenylmethylbromide), C([O-])(O)=O.[Na+] (sodium bicarbonate). Run in CN(C=O)C (dimethylformamide). Yields the product C1(=CC=CC=C1)C(OCCCN1CCN(CC1)C1=NC=CC=N1)C1=CC=CC=C1 (2-[4-[3-(diphenylmethoxy)propyl]-1-piperazinyl]pyrimidine). Isolated yield 26.0%. RXN SMILES: [N:1]1[CH:6]=[CH:5][CH:4]=[N:3][C:2]=1[N:7]1[CH2:12][CH2:11][N:10]([CH:13](O)[CH2:14][CH3:15])[CH2:9][CH2:8]1.[C:17]1([CH:23](Br)[C:24]2[CH:29]=[CH:28][CH:27]=[CH:26][CH:25]=2)[CH:22]=[CH:21][CH:20]=[CH:19][CH:18]=1.C(=O)(O)[O-:32].[Na+]>CN(C)C=O>[C:17]1([CH:23]([C:24]2[CH:29]=[CH:28][CH:27]=[CH:26][CH:25]=2)[O:32][CH2:15][CH2:14][CH2:13][N:10]2[CH2:11][CH2:12][N:7]([C:2]3[N:3]=[CH:4][CH:5]=[CH:6][N:1]=3)[CH2:8][CH2:9]2)[CH:22]=[CH:21][CH:20]=[CH:19][CH:18]=1 |f:2.3|. Procedure: To a stirred solution of 1-(2-pyrimidinyl)-4-piperazinyl propanol 3 g. (0.013 mol) in 50 mol. of dimethylformamide was added 3.3 g. (0.013 mol) of diphenylmethylbromide and 2.9 g. (0.034 mol) of sodium bicarbonate. The reaction mixture was refluxed overnight, dimethylformamide was evaporated under reduced pressure, and the residue was extracted with methylene chloride (400 ml.). The methylene chloride extracts were collected, washed with water and evaporated, and the remaining residue was purifi... The reactants are C(C)OC(=O)NC(C#N)C1(CCN(CC1)C1=C(C=C(C=C1)N1C(O[C@H](C1)CNC(C)=O)=O)F)C#N ((S)—N-{3-[4-(4-(1-ethoxycarbonylamino-1-cyanomethyl)-4-cyanopiperidin-1-yl)-3-fluorophenyl]-2-oxo-oxazolidin-5-ylmethyl}-acetamide), COC=1C=CC(=CC1)P2(=S)SP(=S)(S2)C=3C=CC(=CC3)OC (Lawesson's reagent). Yields the product C(C)OC(=O)NC(C#N)C1(CCN(CC1)C1=C(C=C(C=C1)N1C(O[C@H](C1)CNC(C)=S)=O)F)C#N ((S)—N-{3-[4-(4-(1-Ethoxycarbonylamino-1-cyanomethyl)-4-cyanopiperidin-1-yl)-3-fluorophenyl]-2-oxo-oxazolidin-5-ylmethyl}-thioacetamide). Isolated yield 58.0%. As a reaction SMILES: [CH2:1]([O:3][C:4]([NH:6][CH:7]([C:10]1([C:34]#[N:35])[CH2:15][CH2:14][N:13]([C:16]2[CH:21]=[CH:20][C:19]([N:22]3[CH2:26][C@H:25]([CH2:27][NH:28][C:29](=O)[CH3:30])[O:24][C:23]3=[O:32])=[CH:18][C:17]=2[F:33])[CH2:12][CH2:11]1)[C:8]#[N:9])=[O:5])[CH3:2].COC1C=CC(P2(SP(C3C=CC(OC)=CC=3)(=S)S2)=[S:45])=CC=1>>[CH2:1]([O:3][C:4]([NH:6][CH:7]([C:10]1([C:34]#[N:35])[CH2:15][CH2:14][N:13]([C:16]2[CH:21]=[CH:20][C:19]([N:22]3[CH2:26][C@H:25]([CH2:27][NH:28][C:29](=[S:45])[CH3:30])[O:24][C:23]3=[O:32])=[CH:18][C:17]=2[F:33])[CH2:12][CH2:11]1)[C:8]#[N:9])=[O:5])[CH3:2]. Procedure: By using procedure as described in Example 82 and by reacting (S)—N-{3-[4-(4-(1-ethoxycarbonylamino-1-cyanomethyl)-4-cyanopiperidin-1-yl)-3-fluorophenyl]-2-oxo-oxazolidin-5-ylmethyl}-acetamide and Lawesson's reagent the compound was obtained in 58% yield. Starting materials: CC1CO1, CCO, [Na+], [OH-], O, Sc1nnnn1-c1cccc2ccccc12. The product is Oc1nnnn1-c1cccc2ccccc12. RXN SMILES: [CH2:22]1[O:23][CH:24]1[CH3:25].[CH3:19][CH2:20][OH:21].[Na+:2].[OH-:1].[OH2:26].[c:3]1(-[n:13]2[n:14][n:15][n:16][c:17]2[SH:18])[cH:4][cH:5][cH:6][c:7]2[cH:8][cH:9][cH:10][cH:11][c:12]12>>[c:3]1(-[n:13]2[n:14][n:15][n:16][c:17]2[OH:21])[cH:4][cH:5][cH:6][c:7]2[cH:8][cH:9][cH:10][cH:11][c:12]12. The reactants are ClC=1C(=C2N=C(C(=NC2=CC1Cl)OC)OC)NC(C)=S (6,7-dichloro-2,3-dimethoxy-5-thioacetamidoquinoxaline), ClC=1C=C(C(=O)NN)C=CC1 (3-chlorobenzhydrazide), C(CCC)O (n-butanol). Reagents/catalysts: [Hg]=O (mercury(II) oxide). Solvent: ClCCl (dichloromethane). Product: ClC=1C(=C2N=C(C(=NC2=CC1Cl)OC)OC)N1C(=NN=C1C)C1=CC(=CC=C1)Cl (6,7-Dichloro-2,3-dimethoxy-5-[3-(3-chlorophenyl)-5-methyl-4H-1,2,4-triazol-4-yl]quinoxaline). The yield is 35.4%. RXN SMILES: [Cl:1][C:2]1[C:3]([NH:17][C:18](=S)[CH3:19])=[C:4]2[C:9](=[CH:10][C:11]=1[Cl:12])[N:8]=[C:7]([O:13][CH3:14])[C:6]([O:15][CH3:16])=[N:5]2.[Cl:21][C:22]1[CH:23]=[C:24]([CH:29]=[CH:30][CH:31]=1)[C:25]([NH:27][NH2:28])=O.C(O)CCC>ClCCl.[Hg]=O>[Cl:1][C:2]1[C:3]([N:17]2[C:18]([CH3:19])=[N:28][N:27]=[C:25]2[C:24]2[CH:29]=[CH:30][CH:31]=[C:22]([Cl:21])[CH:23]=2)=[C:4]2[C:9](=[CH:10][C:11]=1[Cl:12])[N:8]=[C:7]([O:13][CH3:14])[C:6]([O:15][CH3:16])=[N:5]2. Procedure: A mixture of 6,7-dichloro-2,3-dimethoxy-5-thioacetamidoquinoxaline (250 mg, 0.753 mmol), 3-chlorobenzhydrazide (167 mg, 0.978 mmol), mercury(II) oxide (163 mg, 0.753 mmol), powdered 4 Å molecular sieves (175 mg) and n-butanol (7 mL) was heated under reflux for 18 hours. After being cooled, the mixture was filtered through ARBOCEL (trade mark) filter aid and the residue washed with dichloromethane. The filtrate was concentrated under reduced pressure to afford a green solid which was dissolved in... Reactants: CC(C(=O)N)(C)C (2,2,2-trimethylacetamide), C(C(=O)Cl)(=O)Cl (oxalyl chloride), CN1N=CC(=C1)C1=NC=CC(=C1)OC=1C=CC(=NC1)N (5-((2-(1-methyl-1H-pyrazol-4-yl)pyridin-4-yl)oxy)pyridin-2-amine), N1=CC=CC=C1 (pyridine). The solvent is ClCCCl (DCE), C1CCOC1 (THF). Conditions: time 1 hour. The product is CN1N=CC(=C1)C1=NC=CC(=C1)OC=1C=CC(=NC1)NC(=O)NC(C(C)(C)C)=O (N-((5-((2-(1-methyl-1H-pyrazol-4-yl)pyridin-4-yl)oxy)pyridin-2-yl)carbamoyl)pivalamide). Isolated yield 71.9%. As a reaction SMILES: [CH3:1][C:2]([CH3:7])([CH3:6])[C:3]([NH2:5])=[O:4].C(Cl)(=O)[C:9](Cl)=[O:10].[CH3:14][N:15]1[CH:19]=[C:18]([C:20]2[CH:25]=[C:24]([O:26][C:27]3[CH:28]=[CH:29][C:30]([NH2:33])=[N:31][CH:32]=3)[CH:23]=[CH:22][N:21]=2)[CH:17]=[N:16]1.N1C=CC=CC=1>ClCCCl.C1COCC1>[CH3:14][N:15]1[CH:19]=[C:18]([C:20]2[CH:25]=[C:24]([O:26][C:27]3[CH:28]=[CH:29][C:30]([NH:33][C:9]([NH:5][C:3](=[O:4])[C:2]([CH3:7])([CH3:6])[CH3:1])=[O:10])=[N:31][CH:32]=3)[CH:23]=[CH:22][N:21]=2)[CH:17]=[N:16]1. Reported procedure: A suspension of 2,2,2-trimethylacetamide (0.045 g, 0.449 mmol) in DCE (4 mL) was treated with oxalyl chloride (0.039 mL, 0.449 mmol), stirred at RT for 1 h, heated to 80° C. for 2.5 h, then cooled to RT and added drop-wise to a solution of Example A2 (0.10 g, 0.374 mmol) in THF (4 mL) and pyridine (0.215 mL, 2.67 mmol). The mixture was stirred at RT for 1 h, treated with satd. NaHCO3, extracted with EtOAc (2×) and the combined organics were washed with brine, dried over Na2SO4 and concentrated t... Reactants: NC(CCC)C(=O)O.[PH2](O)=O ((3-amino-3-carboxy-propyl)-methane phosphinic acid), N (ammonia). Run in CO (methanol). Run at temperature 65 celsius. The product is NC(CCC)C(=O)O.[NH4+].[PH2]([O-])=O ((3-amino-3-carboxy-propyl)-methane phosphinic acid ammonium salt). Yield: 96.4%. Reaction SMILES: [NH2:1][CH:2]([C:6]([OH:8])=[O:7])[CH2:3][CH2:4][CH3:5].[PH2:9](=[O:11])[OH:10].[NH3:12]>CO>[NH2:1][CH:2]([C:6]([OH:8])=[O:7])[CH2:3][CH2:4][CH3:5].[NH4+:12].[PH2:9](=[O:10])[O-:11] |f:0.1,4.5.6|. Procedure details: 181 g (1 mole) of (3-amino-3-carboxy-propyl)-methane-phosphinic acid are reacted at room temperature with 17 g (1.0 mole) of ammonia (previously dissolved at 0° C. in methanol). The mixture warms up spontaneously to 35° C. and is then refluxed at 65° C. for 30 minutes, cooled, filtered and the crystals are dried to give 193 g of (3-amino-3-carboxy-propyl)-methane-phosphinic acid ammonium salt, which is non-hygroscopic, readily soluble in water, melting at 207°-209° C., containing 90% of (3-amino...